This data is from the Open Reaction Database (ORD), a public repository of structured organic reaction records. The task is: describe an organic reaction: reactants, conditions, products, and yield The reactants are CCc1ccc2c(c1)OCCC(C(=O)OC)C2=O, Nc1ccccn1, Cc1ccccc1C. The product is CCc1ccc2c(c1)OCCC(C(=O)Nc1ccccn1)C2=O. RXN SMILES: [CH3:1][O:2][C:3](=[O:4])[CH:5]1[C:6](=[O:18])[c:7]2[c:8]([cH:12][c:13]([CH2:16][CH3:17])[cH:14][cH:15]2)[O:9][CH2:10][CH2:11]1.[NH2:19][c:20]1[n:21][cH:22][cH:23][cH:24][cH:25]1.[c:26]1([CH3:27])[c:28]([CH3:29])[cH:30][cH:31][cH:32][cH:33]1>>[C:3](=[O:4])([CH:5]1[C:6](=[O:18])[c:7]2[c:8]([cH:12][c:13]([CH2:16][CH3:17])[cH:14][cH:15]2)[O:9][CH2:10][CH2:11]1)[NH:19][c:20]1[n:21][cH:22][cH:23][cH:24][cH:25]1.